This data is from the Open Reaction Database (ORD), a public repository of structured organic reaction records. The task is: describe an organic reaction: reactants, conditions, products, and yield The reactants are BrC1=C(C(=O)N)C=CC=C1 (2-bromobenzamide), C(C(=O)Cl)(=O)Cl (oxalyl chloride). Solvent: ClCCCl (1,2-dichloroethane). Reaction conditions: temperature 100 celsius, time 8 hour. The product is BrC1=C(C(=O)N=C=O)C=CC=C1 (2-bromobenzoyl isocyanate). As a reaction SMILES: [Br:1][C:2]1[CH:10]=[CH:9][CH:8]=[CH:7][C:3]=1[C:4]([NH2:6])=[O:5].C(Cl)(=O)[C:12](Cl)=[O:13]>ClCCCl>[Br:1][C:2]1[CH:10]=[CH:9][CH:8]=[CH:7][C:3]=1[C:4]([N:6]=[C:12]=[O:13])=[O:5]. Procedure details: 0.47 g (2.3 mmol) of 2-bromobenzamide and 0.34 g (2.7 mmol, 1.2 eq) of oxalyl chloride were added to 10 ml of 1,2-dichloroethane and then the mixture was stirred for 8 hours at 100° C. The reaction solution was cooled down to room temperature. The reaction solvent and excessive oxalyl chloride were removed by distillation under reduced pressure to obtain 2-bromobenzoyl isocyanate in an oily state. 10 ml of fresh 1,2-dichloroethane and 0.64 g (2.3 mmol) of 2-bromo-4-chloro-5-trifluoromethyl anili... The reactants are COC(=O)C=1C=C2[C@@]3(C(N(C2=CC1)CC1=CC(=CC=C1)F)=O)[C@H](C3)C3=CC=C(C=C3)F ((1S,2R)-methyl-1′-(3-fluorobenzyl)-2-(4-fluorophenyl)-2′-oxospiro[cyclopropane-1,3′-indoline]-5′-carboxylate), [OH-].[Li+] (lithium hydroxide). Solvent: CO (methanol), C1CCOC1 (THF), O (water). Reaction conditions: temperature 60 celsius, time 3 hour. The product is FC=1C=C(CN2C([C@]3(C4=CC(=CC=C24)C(=O)O)[C@H](C3)C3=CC=C(C=C3)F)=O)C=CC1 ((1S,2R)-1′-(3-fluorobenzyl)-2-(4-fluorophenyl)-2′-oxospiro[cyclopropane-1,3′-indoline]-5′-carboxylic acid). The yield is 20.7%. RXN SMILES: C[O:2][C:3]([C:5]1[CH:6]=[C:7]2[C:11](=[CH:12][CH:13]=1)[N:10]([CH2:14][C:15]1[CH:20]=[CH:19][CH:18]=[C:17]([F:21])[CH:16]=1)[C:9](=[O:22])[C@@:8]12[CH2:24][C@@H:23]1[C:25]1[CH:30]=[CH:29][C:28]([F:31])=[CH:27][CH:26]=1)=[O:4].[OH-].[Li+]>CO.C1COCC1.O>[F:21][C:17]1[CH:16]=[C:15]([CH:20]=[CH:19][CH:18]=1)[CH2:14][N:10]1[C:11]2[C:7](=[CH:6][C:5]([C:3]([OH:4])=[O:2])=[CH:13][CH:12]=2)[C@@:8]2([CH2:24][C@@H:23]2[C:25]2[CH:30]=[CH:29][C:28]([F:31])=[CH:27][CH:26]=2)[C:9]1=[O:22] |f:1.2|. Reported procedure: To a solution of (1R,2S) and (1S,2R)-methyl-1′-(3-fluorobenzyl)-2-(4-fluorophenyl)-2′-oxospiro[cyclopropane-1,3′-indoline]-5′-carboxylate (50 mg) in methanol (5 mL), THF (5 mL) and water (1 mL) was added lithium hydroxide (50 mg) at room temperature. The mixture was heated to 60° C. and stirred at 60° C. for 3 hours. HPLC monitored the reaction finished. The solvent was removed under reduced pressure. Purification by preparative HPLC gave the title compound as white powder (10 mg). LC/MS m/e cal... Yields the product Cc1ccc2c(c1)S(=O)CC(CO)(CO)C2=O. Reaction SMILES: [CH3:23][OH:24].[I+3:17]([O-:18])([O-:19])([O-:20])[O-:21].[Na+:22].[OH2:25].[OH:1][CH2:2][C:3]1([CH2:15][OH:16])[CH2:4][S:5][c:6]2[cH:7][c:8]([CH3:14])[cH:9][cH:10][c:11]2[C:12]1=[O:13]>>[OH:1][CH2:2][C:3]1([CH2:15][OH:16])[CH2:4][S:5](=[O:18])[c:6]2[cH:7][c:8]([CH3:14])[cH:9][cH:10][c:11]2[C:12]1=[O:13]. The reactants are CO, [O-][I+3]([O-])([O-])[O-], [Na+], O, Cc1ccc2c(c1)SCC(CO)(CO)C2=O. Reactants: FC=1C=C(C(=O)Cl)C=C(C1OCC#C)F (3,5-difluoro-4-(2-propynyloxy)benzoyl chloride), O1CCCC1 (tetrahydrofuran), O1CCCC1 (tetrahydrofuran), CC1C(CCCC1)N (2-methylcyclohexylamine). The solvent is C(C)N(CC)CC (triethylamine). Run at time 0.5 hour. Product: CC1C(CCCC1)NC(C1=CC(=C(C(=C1)F)OCC#C)F)=O (N-(2-methylcyclohexyl)-3,5-difluoro-4-(2-propynyloxy)benzamide). Isolated yield 64.0%. Reaction SMILES: [F:1][C:2]1[CH:3]=[C:4]([CH:8]=[C:9]([F:15])[C:10]=1[O:11][CH2:12][C:13]#[CH:14])[C:5](Cl)=[O:6].O1CCCC1.[CH3:21][CH:22]1[CH2:27][CH2:26][CH2:25][CH2:24][CH:23]1[NH2:28]>C(N(CC)CC)C>[CH3:21][CH:22]1[CH2:27][CH2:26][CH2:25][CH2:24][CH:23]1[NH:28][C:5](=[O:6])[C:4]1[CH:3]=[C:2]([F:1])[C:10]([O:11][CH2:12][C:13]#[CH:14])=[C:9]([F:15])[CH:8]=1. Reported procedure: A mixture of 346 mg of 3,5-difluoro-4-(2-propynyloxy)benzoyl chloride and 1 ml of tetrahydrofuran was added dropwise under ice cooling to a mixture of 5 ml of tetrahydrofuran, 170 mg of 2-methylcyclohexylamine and 182 mg of triethylamine. The mixture obtained was stirred at room temperature for 0.5 hour. The reaction mixture was filtered. The filtrate was concentrated under reduced pressure. Water was added to the residue and the mixture was extracted with ethyl acetate. The organic layer was dr... As a reaction SMILES: [Cl:1][c:2]1[s:3][c:4]([Cl:11])[cH:5][c:6]1[S:7](=[O:8])(=[O:9])[Cl:10].[F:12][c:13]1[cH:14][cH:15][c:16]([CH2:19][CH2:20][NH:21][CH3:22])[cH:17][cH:18]1>>[Cl:1][c:2]1[s:3][c:4]([Cl:11])[cH:5][c:6]1[S:7](=[O:8])(=[O:9])[N:21]([CH2:20][CH2:19][c:16]1[cH:15][cH:14][c:13]([F:12])[cH:18][cH:17]1)[CH3:22]. Product: CN(CCc1ccc(F)cc1)S(=O)(=O)c1cc(Cl)sc1Cl. Starting materials: O=S(=O)(Cl)c1cc(Cl)sc1Cl, CNCCc1ccc(F)cc1.